From a dataset of the Open Reaction Database (ORD), a public repository of structured organic reaction records. describe an organic reaction: reactants, conditions, products, and yield Yields the product COC(=O)C(CC(C)C)c1cc(Nc2cc(C(F)(F)F)cc(C(F)(F)F)c2)cc(-c2cc(F)cc(C(F)(F)F)c2)c1. Reactants: COC(=O)C(CC(C)C)c1cc(OS(=O)(=O)C(F)(F)F)cc(-c2cc(F)cc(C(F)(F)F)c2)c1, CC(C)(C)[O-], Cc1ccccc1, Nc1cc(C(F)(F)F)cc(C(F)(F)F)c1, [Na+], CC(=O)[O-], CC(=O)[O-], [Pd+2]. RXN SMILES: [CH3:1][O:2][C:3]([CH:4]([CH2:5][CH:6]([CH3:7])[CH3:8])[c:9]1[cH:10][c:11](-[c:23]2[cH:24][c:25]([F:33])[cH:26][c:27]([C:29]([F:30])([F:31])[F:32])[cH:28]2)[cH:12][c:13]([O:15][S:16]([C:17]([F:18])([F:19])[F:20])(=[O:21])=[O:22])[cH:14]1)=[O:34].[CH3:50][C:51]([CH3:52])([O-:53])[CH3:54].[CH3:56][c:57]1[cH:58][cH:59][cH:60][cH:61][cH:62]1.[F:35][C:36]([c:37]1[cH:38][c:39]([NH2:40])[cH:41][c:42]([C:44]([F:45])([F:46])[F:47])[cH:43]1)([F:48])[F:49].[Na+:55].[O-:64][C:65]([CH3:66])=[O:67].[O-:68][C:69]([CH3:70])=[O:71].[Pd+2:63]>>[CH3:1][O:2][C:3]([CH:4]([CH2:5][CH:6]([CH3:7])[CH3:8])[c:9]1[cH:10][c:11](-[c:23]2[cH:24][c:25]([F:33])[cH:26][c:27]([C:29]([F:30])([F:31])[F:32])[cH:28]2)[cH:12][c:13]([NH:40][c:39]2[cH:38][c:37]([C:36]([F:35])([F:48])[F:49])[cH:43][c:42]([C:44]([F:45])([F:46])[F:47])[cH:41]2)[cH:14]1)=[O:34]. The reactants are C[Si](C)(C)C#CC=1C=CC2=C(NC(=N2)CNC(OC(C)(C)C)=O)C1 (tert-butyl ((6-((trimethylsilyl)ethynyl)-1H-benzo[d]imidazol-2-yl)methyl)carbamate), C([O-])([O-])=O.[K+].[K+] (potassium carbonate). Solvent: CO (methanol). Conditions: time 1 hour. Yields the product C(#C)C=1C=CC2=C(NC(=N2)CNC(OC(C)(C)C)=O)C1 (tert-butyl ((6-ethynyl-1H-benzo[d]imidazol-2-yl)methyl)carbamate). As a reaction SMILES: C[Si]([C:5]#[C:6][C:7]1[CH:8]=[CH:9][C:10]2[N:14]=[C:13]([CH2:15][NH:16][C:17](=[O:23])[O:18][C:19]([CH3:22])([CH3:21])[CH3:20])[NH:12][C:11]=2[CH:24]=1)(C)C.C(=O)([O-])[O-].[K+].[K+]>CO>[C:6]([C:7]1[CH:8]=[CH:9][C:10]2[N:14]=[C:13]([CH2:15][NH:16][C:17](=[O:23])[O:18][C:19]([CH3:20])([CH3:21])[CH3:22])[NH:12][C:11]=2[CH:24]=1)#[CH:5] |f:1.2.3|. Reported procedure: To tert-butyl ((6-((trimethylsilyl)ethynyl)-1H-benzo[d]imidazol-2-yl)methyl)carbamate (G5, 82 mg) and potassium carbonate (99 mg), methanol (1 mL) was added at room temperature, and the mixture was stirred at the same temperature for 1 hour. The solvent was evaporated under reduced pressure, and the obtained residue was purified by silica gel column chromatography (eluent, 80 to 30% hexane in ethyl acetate) to obtain tert-butyl ((6-ethynyl-1H-benzo[d]imidazol-2-yl)methyl)carbamate (G6, 62 mg). Procedure: To a solution of triflic anhydride (3.7 ml, 20.0 nmmol) in methylene chloride (10 ml) at -5° C. under argon, was added dropwise over 30 minutes a solution of methyl glycolate (1.8 g, 20.0 mmol), pyridine (1.55 ml, 20.0 mmol), and anhydrous methylene chloride (5 ml). The reaction was allowed to stir at between 0°-5° C. for 1.5 h. The mixture was then washed with water several times. The organic extract was then washed with water, brine, and dried (MgSO4). After removing the solvent under reduced ... The solvent is C(Cl)Cl (methylene chloride), C(Cl)Cl (methylene chloride). The reactants are S(=O)(=O)(C(F)(F)F)OS(=O)(=O)C(F)(F)F (triflic anhydride), C(CO)(=O)OC (methyl glycolate), N1=CC=CC=C1 (pyridine). The product is FC(S(=O)(=O)OCC(=O)OC)(F)F (Methyl trifluoromethylsulfonyloxyacetate). The yield is 68.0%. Reaction conditions: time 1.5 hour. RXN SMILES: [S:1]([O:8]S(C(F)(F)F)(=O)=O)([C:4]([F:7])([F:6])[F:5])(=[O:3])=[O:2].[C:16]([O:20][CH3:21])(=[O:19])[CH2:17]O.N1C=CC=CC=1>C(Cl)Cl>[F:5][C:4]([F:7])([F:6])[S:1]([O:8][CH2:17][C:16]([O:20][CH3:21])=[O:19])(=[O:3])=[O:2]. Starting materials: C(=O)(O)[O-].[Na+] (NaHCO3), N1=CC=CC2=CC=C(C=C12)OC1=CC(=NC=N1)C1=C(C=C(C=C1)C(F)(F)F)N (2-[6-(Quinolin-7-yloxy)-pyrimidin-4-yl]-5-trifluoromethyl-phenylamine), C(C)(C)N(C(C)C)CC (N,N-diisopropylethylamine), CS(=O)(=O)Cl (methanesulfonyl chloride), C(=O)([O-])[O-].[K+].[K+] (K2CO3). The solvent is O (H2O), ClCCCl (1,2-dichloroethane), O (H2O), C(Cl)Cl (CH2Cl2), CO (MeOH). Conditions: temperature 40 celsius, time 72 hour. The product is N1=CC=CC2=CC=C(C=C12)OC1=CC(=NC=N1)C1=C(C=C(C=C1)C(F)(F)F)NS(=O)(=O)C (N-{2-[6-(Quinolin-7-yloxy)-pyrimidin-4-yl]-5-trifluoromethyl-phenyl}-methanesulfonamide). Reaction SMILES: [N:1]1[C:10]2[C:5](=[CH:6][CH:7]=[C:8]([O:11][C:12]3[N:17]=[CH:16][N:15]=[C:14]([C:18]4[CH:23]=[CH:22][C:21]([C:24]([F:27])([F:26])[F:25])=[CH:20][C:19]=4[NH2:28])[CH:13]=3)[CH:9]=2)[CH:4]=[CH:3][CH:2]=1.C(N(CC)C(C)C)(C)C.[CH3:38][S:39](Cl)(=[O:41])=[O:40].C([O-])(O)=O.[Na+].C([O-])([O-])=O.[K+].[K+]>ClCCCl.O.C(Cl)Cl.CO>[N:1]1[C:10]2[C:5](=[CH:6][CH:7]=[C:8]([O:11][C:12]3[N:17]=[CH:16][N:15]=[C:14]([C:18]4[CH:23]=[CH:22][C:21]([C:24]([F:25])([F:27])[F:26])=[CH:20][C:19]=4[NH:28][S:39]([CH3:38])(=[O:41])=[O:40])[CH:13]=3)[CH:9]=2)[CH:4]=[CH:3][CH:2]=1 |f:3.4,5.6.7|. Procedure details: To a solution of 2-[6-(quinolin-7-yloxy)-pyrimidin-4-yl]-5-trifluoromethyl-phenylamine, (Example 163), (0.25 g, 0.65 mmol), N,N-diisopropylethylamine (0.57 mL, 3.3 mmol) in 1,2-dichloroethane (6.5 mL) was added methanesulfonyl chloride (0.12 mL, 1.6 mmol, Aldrich). The mixture was stirred at 40° C. for 72 h. After cooling to room temperature, the reaction mixture was treated with satd NaHCO3 and H2O and extracted with EtOAc (2×75 mL). The combined extracts were washed with H2O (75 mL) and brine ...